Dataset: the Open Reaction Database (ORD), a public repository of structured organic reaction records. Task: describe an organic reaction: reactants, conditions, products, and yield Reactants: CCN(C(C)C)C(C)C, ClC(Cl)Cl, Cn1nccc1-c1cc(C(=O)O)sc1Cl, NC(Cc1cccc(C(F)(F)F)c1)CN1C(=O)c2ccccc2C1=O. The product is Cn1nccc1-c1cc(C(=O)NC(Cc2cccc(C(F)(F)F)c2)CN2C(=O)c3ccccc3C2=O)sc1Cl. RXN SMILES: [CH:41]([N:42]([CH2:43][CH3:44])[CH:45]([CH3:46])[CH3:47])([CH3:48])[CH3:49].[CH:50]([Cl:51])([Cl:52])[Cl:53].[Cl:1][c:2]1[c:3](-[c:10]2[cH:11][cH:12][n:13][n:14]2[CH3:15])[cH:4][c:5]([C:7](=[O:8])[OH:9])[s:6]1.[NH2:16][CH:17]([CH2:18][N:19]1[C:20](=[O:29])[c:21]2[cH:22][cH:23][cH:24][cH:25][c:26]2[C:27]1=[O:28])[CH2:30][c:31]1[cH:32][c:33]([C:37]([F:38])([F:39])[F:40])[cH:34][cH:35][cH:36]1>>[Cl:1][c:2]1[c:3](-[c:10]2[cH:11][cH:12][n:13][n:14]2[CH3:15])[cH:4][c:5]([C:7](=[O:9])[NH:16][CH:17]([CH2:18][N:19]2[C:20](=[O:29])[c:21]3[cH:22][cH:23][cH:24][cH:25][c:26]3[C:27]2=[O:28])[CH2:30][c:31]2[cH:32][c:33]([C:37]([F:38])([F:39])[F:40])[cH:34][cH:35][cH:36]2)[s:6]1. The reactants are CC1=C(C(OC1)=O)C1=CC=CC=C1 (2,5-Dihydro-4-methyl-2-oxo-3-phenylfuran), 150W, C1(CCC(N1)=O)=O (succinimide), N(=NC(C#N)(C)C)C(C#N)(C)C (2,2'-azobisisobutyronitrile), BrN1C(CCC1=O)=O (N-bromosuccinimide). The solvent is C(Cl)(Cl)(Cl)Cl (carbon tetrachloride). The product is BrC1C(=C(C(O1)=O)C1=CC=CC=C1)C (5-Bromo-2,5-dihydro-4-methyl-2-oxo-3-phenylfuran). RXN SMILES: [CH3:1][C:2]1[CH2:6][O:5][C:4](=[O:7])[C:3]=1[C:8]1[CH:13]=[CH:12][CH:11]=[CH:10][CH:9]=1.[Br:14]N1C(=O)CCC1=O.N(C(C)(C)C#N)=NC(C)(C)C#N.C1(=O)NC(=O)CC1>C(Cl)(Cl)(Cl)Cl>[Br:14][CH:6]1[O:5][C:4](=[O:7])[C:3]([C:8]2[CH:13]=[CH:12][CH:11]=[CH:10][CH:9]=2)=[C:2]1[CH3:1]. Procedure details: 2,5-Dihydro-4-methyl-2-oxo-3-phenylfuran, (U.S. Pat. No. 3,622,569), (355 g) in carbon tetrachloride (50 mls) and N-bromosuccinimide (3.85 g) were heated under reflux in the presence of 2,2'-azobisisobutyronitrile (AIBN) (cat.quantity) and a 150W lamp. After 1 h a pale yellow solution was formed accompanied by the presence of succinimide. T.l.c. analysis showed a mixture of products. After filtration, and removal of solvent, the residue was purified by flash chroma-tography on silica gel eluting... Reactants: NC1=C(C=CC(=C1)[N+](=O)[O-])O (2-Amino-4-nitrophenol), Cl.ClCC(OCC)=N (ethyl chloroacetimidate hydrochloride). Solvent: C(C)O (ethanol). Product: ClCC=1OC2=C(N1)C=C(C=C2)[N+](=O)[O-] (2-Chloromethyl-5-nitrobenzoxazole). As a reaction SMILES: [NH2:1][C:2]1[CH:7]=[C:6]([N+:8]([O-:10])=[O:9])[CH:5]=[CH:4][C:3]=1[OH:11].Cl.[Cl:13][CH2:14][C:15](=N)OCC>C(O)C>[Cl:13][CH2:14][C:15]1[O:11][C:3]2[CH:4]=[CH:5][C:6]([N+:8]([O-:10])=[O:9])=[CH:7][C:2]=2[N:1]=1 |f:1.2|. Procedure details: 2-Amino-4-nitrophenol (10 g, 65 mmole) and ethyl chloroacetimidate hydrochloride (15.4 g, 97.5 mmole) were heated at reflux temperature in ethanol (100 ml) for 18 hours. The solvent was then removed by evaporation in vacuo and the residue recrystallised from ethanol to give the title compound, yield 9.0 g, m.p. 216°-217°. Starting materials: [Li]CCCC, CCCCCC, CN(C)c1ccc2c(c1)COC2=O, COCCOC, CO, Cl, O=C1Cc2ccccc2N1, [Na+], [OH-]. The product is CN(C)c1ccc2c(c1)COC2=C1C(=O)Nc2ccccc21. As a reaction SMILES: [CH3:11][CH2:12][CH2:13][CH2:14][Li:15].[CH3:16][CH2:17][CH2:18][CH2:19][CH2:20][CH3:21].[CH3:22][N:23]([c:24]1[cH:25][c:26]2[c:31]([cH:32][cH:33]1)[C:29](=[O:30])[O:28][CH2:27]2)[CH3:34].[CH3:38][O:39][CH2:40][CH2:41][O:42][CH3:43].[CH3:44][OH:45].[ClH:35].[NH:1]1[C:2](=[O:10])[CH2:3][c:4]2[cH:5][cH:6][cH:7][cH:8][c:9]21.[Na+:37].[OH-:36]>>[NH:1]1[C:2](=[O:10])[C:3](=[C:29]2[O:28][CH2:27][c:26]3[cH:25][c:24]([N:23]([CH3:22])[CH3:34])[cH:33][cH:32][c:31]32)[c:4]2[cH:5][cH:6][cH:7][cH:8][c:9]21.